Dataset: the Open Reaction Database (ORD), a public repository of structured organic reaction records. Task: describe an organic reaction: reactants, conditions, products, and yield The reactants are CC(CN(C1=CC(=C(C#N)C=C1)C(F)(F)F)CCO)(C)C (4-[(2,2-dimethylpropyl)(2-hydroxyethyl)amino]-2-(trifluoromethyl)benzonitrile), C(C)(=O)NC1=CC=C(C=C1)O (4-acetamidophenol). Yields the product C(#N)C1=C(C=C(C=C1)N(CCOC1=CC=C(C=C1)NC(C)=O)CC(C)(C)C)C(F)(F)F (N-[4-({2-[[4-Cyano-3-(trifluoromethyl)phenyl](2,2-dimethylpropyl)amino]ethyl}oxy)phenyl]acetamide). Reaction SMILES: [CH3:1][C:2]([CH3:21])([CH3:20])[CH2:3][N:4]([CH2:17][CH2:18][OH:19])[C:5]1[CH:12]=[CH:11][C:8]([C:9]#[N:10])=[C:7]([C:13]([F:16])([F:15])[F:14])[CH:6]=1.[C:22]([NH:25][C:26]1[CH:31]=[CH:30][C:29](O)=[CH:28][CH:27]=1)(=[O:24])[CH3:23]>>[C:9]([C:8]1[CH:11]=[CH:12][C:5]([N:4]([CH2:3][C:2]([CH3:21])([CH3:20])[CH3:1])[CH2:17][CH2:18][O:19][C:29]2[CH:30]=[CH:31][C:26]([NH:25][C:22](=[O:24])[CH3:23])=[CH:27][CH:28]=2)=[CH:6][C:7]=1[C:13]([F:14])([F:15])[F:16])#[N:10]. Reported procedure: Synthesized as described in Example 1C from 4-[(2,2-dimethylpropyl)(2-hydroxyethyl)amino]-2-(trifluoromethyl)benzonitrile and 4-acetamidophenol: MS (ESI) m/z 434 (M+1). Reactants: Cl (HCl), C(=O)(OC(C)(C)C)N[C@H](C(C)C)C(=O)N1CC(C=CC1)O (N—(N-BOC-(R)-valyl)-1,2,3,6-tetrahydropyridin-3-ol), CS(=O)(=O)Cl (methanesulfonic acid chlorid). The reagents and catalysts are CN(C1=CC=NC=C1)C (4-dimethylaminopyridine). Solvent: C(Cl)Cl (CH2Cl2), C(Cl)Cl (CH2Cl2). Reaction conditions: time 24 hour. Product: S(=O)(=O)(C)OC1CN(CC=C1)C([C@H](NC(=O)OC(C)(C)C)C(C)C)=O (3-Mesyloxy-N—(N-BOC-(R)-valyl)-1,2,3,6-tetrahydropyridine). RXN SMILES: [C:1]([NH:8][C@@H:9]([C:13]([N:15]1[CH2:20][CH:19]=[CH:18][CH:17]([OH:21])[CH2:16]1)=[O:14])[CH:10]([CH3:12])[CH3:11])([O:3][C:4]([CH3:7])([CH3:6])[CH3:5])=[O:2].[CH3:22][S:23](Cl)(=[O:25])=[O:24].Cl>C(Cl)Cl.CN(C)C1C=CN=CC=1>[S:23]([O:21][CH:17]1[CH:18]=[CH:19][CH2:20][N:15]([C:13](=[O:14])[C@@H:9]([CH:10]([CH3:12])[CH3:11])[NH:8][C:1]([O:3][C:4]([CH3:5])([CH3:6])[CH3:7])=[O:2])[CH2:16]1)([CH3:22])(=[O:25])=[O:24]. Procedure details: 0.894 g of N—(N-BOC-(R)-valyl)-1,2,3,6-tetrahydropyridin-3-ol dissolved in 10 ml of CH2Cl2 are treated with 0.844 g of 4-dimethylaminopyridine and 0.31 g of methanesulfonic acid chlorid (mesylchloride) and stirred for ca. 24 hours, the mixture obtained is treated with 0.1 N HCl and CH2Cl2, the organic phase obtained is washed with H2O and aqueous NaHCO3-solution, the solvent is evaporated and the evaporation residue is dried. 3-Mesyloxy-N—(N-BOC-(R)-valyl)-1,2,3,6-tetrahydropyridine is obtained.... The reactants are COC=1C=C(C(=O)N2CC(CC2)(C2=CC=CC=C2)CCN2CCN(CCC2)C2=NC3=C(N2)C=CC=C3)C=C(C1OC)OC (1-(3,4,5-trimethoxybenzoyl)-3-(2-(4-(1H-benzimidazol-2-yl)[1,4]diazepan-1-yl)ethyl)-3-phenylpyrrolidine), ClCC=C(C)C (1-chloro-3-methylbut-2-ene). Yields the product COC=1C=C(C(=O)N2CC(CC2)(C2=CC=CC=C2)CCN2CCN(CCC2)C2=NC3=C(N2CC=C(C)C)C=CC=C3)C=C(C1OC)OC (1-(3,4,5-Trimethoxybenzoyl)-3-(2-(4-(1-(3-methylbut-2-en-1-yl)-1H-benzimidazol-2-yl)[1,4]diazepan-1-yl)ethyl)-3-phenylpyrrolidine). Reaction SMILES: [CH3:1][O:2][C:3]1[CH:4]=[C:5]([CH:37]=[C:38]([O:42][CH3:43])[C:39]=1[O:40][CH3:41])[C:6]([N:8]1[CH2:12][CH2:11][C:10]([CH2:19][CH2:20][N:21]2[CH2:27][CH2:26][CH2:25][N:24]([C:28]3[NH:32][C:31]4[CH:33]=[CH:34][CH:35]=[CH:36][C:30]=4[N:29]=3)[CH2:23][CH2:22]2)([C:13]2[CH:18]=[CH:17][CH:16]=[CH:15][CH:14]=2)[CH2:9]1)=[O:7].Cl[CH2:45][CH:46]=[C:47]([CH3:49])[CH3:48]>>[CH3:43][O:42][C:38]1[CH:37]=[C:5]([CH:4]=[C:3]([O:2][CH3:1])[C:39]=1[O:40][CH3:41])[C:6]([N:8]1[CH2:12][CH2:11][C:10]([CH2:19][CH2:20][N:21]2[CH2:27][CH2:26][CH2:25][N:24]([C:28]3[N:29]([CH2:45][CH:46]=[C:47]([CH3:49])[CH3:48])[C:30]4[CH:36]=[CH:35][CH:34]=[CH:33][C:31]=4[N:32]=3)[CH2:23][CH2:22]2)([C:13]2[CH:14]=[CH:15][CH:16]=[CH:17][CH:18]=2)[CH2:9]1)=[O:7]. Procedure: Prepare by the method of Example 35.1 using 1-(3,4,5-trimethoxybenzoyl)-3-(2-(4-(1H-benzimidazol-2-yl)[1,4]diazepan-1-yl)ethyl)-3-phenylpyrrolidine and 1-chloro-3-methylbut-2-ene to give the title compound. Starting materials: FC1=C(C=C(C=C1)C(F)(F)F)N1N=CC(=CC1=O)N(N)C (2-(2-fluoro-5-trifluoromethylphenyl)-5-(1-methylhydrazino)-3(2H)-pyridazinone), COC(N(C)C)OC (N,N-dimethylformamide dimethyl acetal), COC(N(C)C)OC (N,N-dimethylformamide dimethyl acetal). Solvent: CN(C=O)C (dimethylformamide). Yields the product CN1N=CC2=NN(C(C=C21)=O)C2=C(C=CC(=C2)C(F)(F)F)F (1-methyl-5-(2'-fluoro-5'-trifluoromethylphenyl)-1H-pyrazolo[4,3-c]pyridazin-6-(5H)-one). RXN SMILES: [F:1][C:2]1[CH:7]=[CH:6][C:5]([C:8]([F:11])([F:10])[F:9])=[CH:4][C:3]=1[N:12]1[C:17](=[O:18])[CH:16]=[C:15]([N:19]([CH3:21])[NH2:20])[CH:14]=[N:13]1.[CH3:22]OC(OC)N(C)C>CN(C)C=O>[CH3:21][N:19]1[C:15]2[C:14](=[N:13][N:12]([C:3]3[CH:4]=[C:5]([C:8]([F:11])([F:9])[F:10])[CH:6]=[CH:7][C:2]=3[F:1])[C:17](=[O:18])[CH:16]=2)[CH:22]=[N:20]1. Procedure: In 250 ml. of absolute dimethylformamide (dried over molecular sieves) under a nitrogen atmosphere, are dissolved 14.5 grams of 2-(2-fluoro-5-trifluoromethylphenyl)-5-(1-methylhydrazino)-3(2H)-pyridazinone. To this solution are added 11.4 grams of N,N-dimethylformamide dimethyl acetal and the solution is heated at 110°-120° C. overnight. The progress of the reaction is followed by thin layer chromatography. An additional 6.0 grams of N,N-dimethylformamide dimethyl acetal is added with continued ... The reactants are C(C1=CC=CC=C1)OC1=C(C=CC(=C1)CSC)[N+](=O)[O-] (2-benzyloxy-4-methylsulfanylmethyl-1-nitrobenzene), Cl[Sn]Cl (SnCl2). Solvent: CCO (EtOH). Yields the product C(C1=CC=CC=C1)OC1=C(C=CC(=C1)CSC)N (2-Benzyloxy-4-methylsulfanylmethylphenylamine). RXN SMILES: [CH2:1]([O:8][C:9]1[CH:14]=[C:13]([CH2:15][S:16][CH3:17])[CH:12]=[CH:11][C:10]=1[N+:18]([O-])=O)[C:2]1[CH:7]=[CH:6][CH:5]=[CH:4][CH:3]=1.Cl[Sn]Cl>CCO>[CH2:1]([O:8][C:9]1[CH:14]=[C:13]([CH2:15][S:16][CH3:17])[CH:12]=[CH:11][C:10]=1[NH2:18])[C:2]1[CH:3]=[CH:4][CH:5]=[CH:6][CH:7]=1. Procedure details: To a stirred solution of 2-benzyloxy-4-methylsulfanylmethyl-1-nitrobenzene (900 mg, 3.11 mmol) EtOH (80 mL) is added SnCl2 (3.53 g, 18.7 mmol) and the solution is refluxed for 2 h. After the mixture cools to RT the EtOH is removed under reduced pressure and EtOAc is added. The solution is washed with 1N NaOH, water, brine and dried over sodium sulfate. The solvent is removed under reduced pressure and the residue is purified by flash chromatography using hexane/EtOAc (5:1) as eluent to give the ... The reactants are NS(=O)(=O)C1=C(C(=O)N(CC)CC)C(=CC(=C1)OC)C(C)C (aminosulfonyl-6-isopropyl-4-methoxy-N,N-diethylbenzamide). Solvent: C(C)(=O)O (acetic acid). Product: C(C)(C)C1=C2C(NS(=O)(=O)C2=CC(=C1)OC)=O (4-isopropyl-6-methoxysaccharin). Yield: 90.7%. Reaction SMILES: N[S:2]([C:5]1[CH:17]=[C:16]([O:18][CH3:19])[CH:15]=[C:14]([CH:20]([CH3:22])[CH3:21])[C:6]=1[C:7]([N:9](CC)CC)=[O:8])(=[O:4])=[O:3]>C(O)(=O)C>[CH:20]([C:14]1[CH:15]=[C:16]([O:18][CH3:19])[CH:17]=[C:5]2[C:6]=1[C:7](=[O:8])[NH:9][S:2]2(=[O:4])=[O:3])([CH3:22])[CH3:21]. Procedure details: A solution of 2.aminosulfonyl-6-isopropyl-4-methoxy-N,N-diethylbenzamide (429.6 g) in acetic acid (1.5 L) was refluxed for 20 hours, then cooled to room temperature. The solvent was removed under vacuum. The oily residue was dissolved in water (6 L) and the pH was adjusted to 1 with hydrochloric acid (6N). The crude product was collected by filtration, washed with water (2 L), dried at 60° C. under vacuum for 18 hours and recrystallized from ethyl acetate-hexane to give 4-isopropyl-6-methoxysacc... Reactants: CCOc1ccc(F)c(F)c1, CN(C)C=O, CC(=O)O, CC(C)NC(C)C, [Li], C1CCOC1. Yields the product CCOc1ccc(F)c(F)c1C=O. As a reaction SMILES: [CH2:1]([CH3:2])[O:3][c:4]1[cH:5][c:6]([F:11])[c:7]([F:10])[cH:8][cH:9]1.[CH3:20][N:21]([CH:22]=[O:23])[CH3:24].[CH3:25][C:26](=[O:27])[OH:28].[CH:12]([NH:13][CH:14]([CH3:15])[CH3:16])([CH3:17])[CH3:18].[Li:19].[O:29]1[CH2:30][CH2:31][CH2:32][CH2:33]1>>[CH2:1]([CH3:2])[O:3][c:4]1[c:5]([CH:22]=[O:23])[c:6]([F:11])[c:7]([F:10])[cH:8][cH:9]1.